From a dataset of the Open Reaction Database (ORD), a public repository of structured organic reaction records. describe an organic reaction: reactants, conditions, products, and yield Starting materials: COC(=O)C=1C(=C2C=C(C(N(C2=CN1)CC1=CC=CC=C1)=O)C1=CC=CC=C1)O (1-benzyl-5-hydroxy-2-oxo-3-phenyl-1,2-dihydro-[1,7]naphthyridine-6-carboxylic acid methyl ester), CN (methylamine). Run in CCO (EtOH). Run at temperature 80 celsius. Product: CNC(=O)C=1C(=C2C=C(C(N(C2=CN1)CC1=CC=CC=C1)=O)C1=CC=CC=C1)O (1-Benzyl-5-hydroxy-2-oxo-3-phenyl-1,2-dihydro-[1,7]naphthyridine-6-carboxylic acid methylamide). Reaction SMILES: C[O:2][C:3]([C:5]1[C:6]([OH:29])=[C:7]2[C:12](=[CH:13][N:14]=1)[N:11]([CH2:15][C:16]1[CH:21]=[CH:20][CH:19]=[CH:18][CH:17]=1)[C:10](=[O:22])[C:9]([C:23]1[CH:28]=[CH:27][CH:26]=[CH:25][CH:24]=1)=[CH:8]2)=O.[CH3:30][NH2:31]>CCO>[CH3:30][NH:31][C:3]([C:5]1[C:6]([OH:29])=[C:7]2[C:12](=[CH:13][N:14]=1)[N:11]([CH2:15][C:16]1[CH:21]=[CH:20][CH:19]=[CH:18][CH:17]=1)[C:10](=[O:22])[C:9]([C:23]1[CH:24]=[CH:25][CH:26]=[CH:27][CH:28]=1)=[CH:8]2)=[O:2]. Procedure details: A mixture of 1-benzyl-5-hydroxy-2-oxo-3-phenyl-1,2-dihydro-[1,7]naphthyridine-6-carboxylic acid methyl ester (15 mg, 0.039 mmol) and methylamine (1 mL, 2 M in THF) in EtOH (2 mL) was heated in a sealed tube at 80° C. for 16 h. Solvent was evaporated in vacuo, and the residue was chromatographed (0-5% MeOH/CH2Cl2) to give 4.9 mg of the title compound as a pale yellow solid. MS: (+) m/z 386.21 (M+1).